Dataset: the Open Reaction Database (ORD), a public repository of structured organic reaction records. Task: describe an organic reaction: reactants, conditions, products, and yield Reactants: C(C)(=O)OCCC=1C(=NC(=NC1)C=1SC(=CC1)S(NC(C)(C)C)(=O)=O)NC1=NNC(=C1)C1CC1 (2-(2-(5-(N-tert-butylsulfamoyl)thiophen-2-yl)-4-(5-cyclopropyl-1H-pyrazol-3-ylamino)pyrimidin-5-yl)ethyl acetate). The solvent is C(=O)(C(F)(F)F)O (CF3COOH). Reaction conditions: time 1 hour. The product is C(C)(=O)OCCC=1C(=NC(=NC1)C=1SC(=CC1)S(N)(=O)=O)NC1=NNC(=C1)C1CC1 (2-(4-(5-cyclopropyl-1H-pyrazol-3-ylamino)-2-(5-sulfamoylthiophen-2-yl)pyrimidin-5-yl)ethyl acetate). Yield: 92.9%. Reaction SMILES: [C:1]([O:4][CH2:5][CH2:6][C:7]1[C:8]([NH:26][C:27]2[CH:31]=[C:30]([CH:32]3[CH2:34][CH2:33]3)[NH:29][N:28]=2)=[N:9][C:10]([C:13]2[S:14][C:15]([S:18](=[O:25])(=[O:24])[NH:19]C(C)(C)C)=[CH:16][CH:17]=2)=[N:11][CH:12]=1)(=[O:3])[CH3:2]>C(O)(C(F)(F)F)=O>[C:1]([O:4][CH2:5][CH2:6][C:7]1[C:8]([NH:26][C:27]2[CH:31]=[C:30]([CH:32]3[CH2:34][CH2:33]3)[NH:29][N:28]=2)=[N:9][C:10]([C:13]2[S:14][C:15]([S:18](=[O:24])(=[O:25])[NH2:19])=[CH:16][CH:17]=2)=[N:11][CH:12]=1)(=[O:3])[CH3:2]. Procedure details: The solution of 2-(2-(5-(N-tert-butylsulfamoyl)thiophen-2-yl)-4-(5-cyclopropyl-1H-pyrazol-3-ylamino)pyrimidin-5-yl)ethyl acetate (300 mg, 0.6 mmol) in CF3COOH (5 mL) was stirred at 60° C. After 1 h, the solution was evaporated to afford 2-(4-(5-cyclopropyl-1H-pyrazol-3-ylamino)-2-(5-sulfamoylthiophen-2-yl)pyrimidin-5-yl)ethyl acetate (Compound 313) (250 mg, 93%). LC-MS (m/z)=449 [M+H]+; 1H NMR (400 MHz, DMSO-d6): δ 0.76 (m, 2H), 0.98-0.99 (m, 2H), 1.94 (m, 1H), 1.99 (s, 3H), 2.98 (s, 2H), 4.20 (... Reactants: FC(C(=O)O)(F)F.FC(C(=O)O)(F)F.FC(C(=O)O)(F)F.ClC=1C=NC=2NC=3C=NC=C(CCC4=C(C=CC(NC1N2)=C4)NC(CC4CCNCC4)=O)C3 (N-[6-chloro-2,4,8,18,22-pentaazatetracyclo[14.3.1.1(3,7).1(9,13)]docosa-1(20),3(22),4,6,9(21),10,12,16,18-nonaen-12-yl]-2-piperidin-4-ylacetamide tris(trifluoroacetate)), N(=C=O)C1=C(C#N)C=CC=C1 (2-isocyanatobenzonitrile). The product is FC(C(=O)O)(F)F.FC(C(=O)O)(F)F.ClC=1C=NC=2NC=3C=NC=C(CCC4=C(C=CC(NC1N2)=C4)NC(CC4CCN(CC4)C(=O)NC4=C(C=CC=C4)C#N)=O)C3 (4-(2-{[6-Chloro-2,4,8,18,22-pentaazatetracyclo[14.3.1.1(3,7).1(9,13)]docosa-1(20),3(22),4,6,9(21),10,12,16,18-nonaen-12-yl]amino}-2-oxoethyl)-N-(2-cyanophenyl)piperidine-1-carboxamide bis(trifluoroacetate)). The yield is 57.0%. As a reaction SMILES: [F:1][C:2]([F:7])([F:6])[C:3]([OH:5])=[O:4].[F:8][C:9]([F:14])([F:13])[C:10]([OH:12])=[O:11].FC(F)(F)C(O)=O.[Cl:22][C:23]1[CH:24]=[N:25][C:26]2[NH:27][C:28]3[CH:29]=[N:30][CH:31]=[C:32]([CH:54]=3)[CH2:33][CH2:34][C:35]3[CH:43]=[C:39]([NH:40][C:41]=1[N:42]=2)[CH:38]=[CH:37][C:36]=3[NH:44][C:45](=[O:53])[CH2:46][CH:47]1[CH2:52][CH2:51][NH:50][CH2:49][CH2:48]1.[N:55]([C:58]1[CH:65]=[CH:64][CH:63]=[CH:62][C:59]=1[C:60]#[N:61])=[C:56]=[O:57]>>[F:1][C:2]([F:7])([F:6])[C:3]([OH:5])=[O:4].[F:8][C:9]([F:14])([F:13])[C:10]([OH:12])=[O:11].[Cl:22][C:23]1[CH:24]=[N:25][C:26]2[NH:27][C:28]3[CH:29]=[N:30][CH:31]=[C:32]([CH:54]=3)[CH2:33][CH2:34][C:35]3[CH:43]=[C:39]([NH:40][C:41]=1[N:42]=2)[CH:38]=[CH:37][C:36]=3[NH:44][C:45](=[O:53])[CH2:46][CH:47]1[CH2:52][CH2:51][N:50]([C:56]([NH:55][C:58]2[CH:65]=[CH:64][CH:63]=[CH:62][C:59]=2[C:60]#[N:61])=[O:57])[CH2:49][CH2:48]1 |f:0.1.2.3,5.6.7|. Procedure details: The desired compound was prepared according to the procedure of Example A9, step H using N-[6-chloro-2,4,8,18,22-pentaazatetracyclo[14.3.1.1(3,7).1(9,13)]docosa-1(20),3(22),4,6,9(21),10,12,16,18-nonaen-12-yl]-2-piperidin-4-ylacetamide tris(trifluoroacetate) and 2-isocyanatobenzonitrile as starting materials in 57% yield. LCMS for C32H31ClN9O2 (M+H)+: m/z=608.2. Starting materials: C(C1=CC=CC=C1)(=O)NN (benzoyl hydrazine), [OH-].[K+] (potassium hydroxide), C(=S)=S (carbon disulfide). Run in C(C)O (ethanol). Product: C1(=CC=CC=C1)C1=NN=C(O1)S (5-phenyl-2-mercapto-1,3,4-oxadiazole). Reaction SMILES: [C:1]([NH:9][NH2:10])(=[O:8])[C:2]1[CH:7]=[CH:6][CH:5]=[CH:4][CH:3]=1.[OH-].[K+].[C:13](=S)=[S:14]>C(O)C>[C:2]1([C:1]2[O:8][C:13]([SH:14])=[N:10][N:9]=2)[CH:7]=[CH:6][CH:5]=[CH:4][CH:3]=1 |f:1.2|. Procedure: To a 100 ml flask were added 2.7 g of benzoyl hydrazine, a solution of 1.2 g potassium hydroxide in ethanol (20 ml) and 3 g of carbon disulfide. The mixture was heated under reflux for 6 hours with stirring. The solvent was distilled under reduced pressure and water was added to dissolve the solid. The pH was adjusted to 6-7 with 10% hydrochloric acid and a lot of solid was precipitated, which was filtrated, and recrystallized with anhydrous ethanol to give 5-phenyl-2-mercapto-1,3,4-oxadiazole. ... Starting materials: [NH4+].[Cl-] (NH4Cl), solution, C(C)[Mg]Br (ethylmagnesium bromide), BrC1=CC2=C(C=3N(CCO2)C(=C(N3)I)I)C=C1 (9-bromo-2,3-diiodo-5,6-dihydrobenzo[f]imidazo[1,2-d][1,4]oxazepine). Solvent: C(C)OCC (ethyl ether), C1CCOC1 (THF). Reaction conditions: time 1 hour. The product is BrC1=CC2=C(C=3N(CCO2)C=C(N3)I)C=C1 (9-bromo-2-iodo-5,6-dihydrobenzo[f]imidazo[1,2-d][1,4]oxazepine). The yield is 81.4%. As a reaction SMILES: C([Mg]Br)C.[Br:5][C:6]1[CH:21]=[CH:20][C:9]2[C:10]3[N:11]([C:15](I)=[C:16]([I:18])[N:17]=3)[CH2:12][CH2:13][O:14][C:8]=2[CH:7]=1.[NH4+].[Cl-]>C(OCC)C.C1COCC1>[Br:5][C:6]1[CH:21]=[CH:20][C:9]2[C:10]3[N:11]([CH:15]=[C:16]([I:18])[N:17]=3)[CH2:12][CH2:13][O:14][C:8]=2[CH:7]=1 |f:2.3|. Procedure details: A 3.0 M solution of ethylmagnesium bromide in ethyl ether (1.1 mL) was added dropwise to a suspension of 9-bromo-2,3-diiodo-5,6-dihydrobenzo[f]imidazo[1,2-d][1,4]oxazepine (1.1 g, 2.2 mmol) in THF at −15° C. The mixture was stirred and followed by LC/MS. After 1 hour, there is no starting material left and the reaction was poured into sat. NH4Cl and extracted with ethyl acetate. The organic extracts were washed with water, brine, dried over MgSO4 and concentrated. The crude residue was purified ... Reactants: C(=O)(OCC)CCC1C(CCCC1=O)=O (2-(2-carbethoxy-ethyl)-cyclohexan-1,3-dione), C1(=CC=CC=C1)CCN (2-phenylethylamine), C=1(C(=CC=CC1)C)C (xylene). Run in O (water). The product is C1(=CC=CC=C1)CCN1C(CCC=2C(CCCC12)=O)=O (1-(2-Phenylethyl)-3,4,7,8-tetrahydro-2,5(1H,6H)-quinolinedione). Reaction SMILES: [C:1]([CH2:6][CH2:7][CH:8]1[C:13](=O)[CH2:12][CH2:11][CH2:10][C:9]1=[O:15])([O:3]CC)=O.[C:16]1([CH2:22][CH2:23][NH2:24])[CH:21]=[CH:20][CH:19]=[CH:18][CH:17]=1.C1(C)C(C)=CC=CC=1>O>[C:16]1([CH2:22][CH2:23][N:24]2[C:13]3[CH2:12][CH2:11][CH2:10][C:9](=[O:15])[C:8]=3[CH2:7][CH2:6][C:1]2=[O:3])[CH:21]=[CH:20][CH:19]=[CH:18][CH:17]=1. Procedure: Prepared analogously to Example 27 from 2-(2-carbethoxy-ethyl)-cyclohexan-1,3-dione and 2-phenylethylamine in boiling xylene using a water separator. Reported procedure: To a stirred solution of 2-methylquinolin-7-ol (1.00 g, 6.28 mmol), PPh3 (4.12 g, 15.7 mmol) and (S)-2-methoxypropan-1-ol (0.679 g, 7.54 mmol) in THF (60 mL) was added dropwise diisopropyl azodicarboxylate (2.05 mL, 10.1 mmol) at 0° C. under nitrogen. The reaction mixture was stirred at ambient temperature overnight. The reaction was then heated at 50° C. for additional 2 hours. After cooling, to the reaction were added 4N HCl (3.1 mL), water (100 mL) and EtOAc (200 mL). The aqueous layer was se... The solvent is C1CCOC1 (THF), CCOC(=O)C (EtOAc), O (water). Conditions: time 8 hour. The yield is 50.8%. Yields the product CO[C@H](COC1=CC=C2C=CC(=NC2=C1)C)C ((S)-7-(2-methoxypropoxy)-2-methylquinoline). RXN SMILES: [CH3:1][C:2]1[CH:11]=[CH:10][C:9]2[C:4](=[CH:5][C:6]([OH:12])=[CH:7][CH:8]=2)[N:3]=1.C1C=CC(P(C2C=CC=CC=2)C2C=CC=CC=2)=CC=1.[CH3:32][O:33][C@@H:34]([CH3:37])[CH2:35]O.N(C(OC(C)C)=O)=NC(OC(C)C)=O.Cl>C1COCC1.CCOC(C)=O.O>[CH3:32][O:33][C@@H:34]([CH3:37])[CH2:35][O:12][C:6]1[CH:5]=[C:4]2[C:9]([CH:10]=[CH:11][C:2]([CH3:1])=[N:3]2)=[CH:8][CH:7]=1. Reactants: CC1=NC2=CC(=CC=C2C=C1)O (2-methylquinolin-7-ol), C1=CC=C(C=C1)P(C2=CC=CC=C2)C3=CC=CC=C3 (PPh3), CO[C@H](CO)C ((S)-2-methoxypropan-1-ol), N(=NC(=O)OC(C)C)C(=O)OC(C)C (diisopropyl azodicarboxylate), Cl (HCl).